The task is: describe an organic reaction: reactants, conditions, products, and yield. This data is from the Open Reaction Database (ORD), a public repository of structured organic reaction records. Starting materials: Nc1ncnn2c(CCCBr)cc(-c3ccc4cn(Cc5ccccc5)nc4c3)c12, [I-], [Na+], N#C[Na], CN(C)C=O, O. Yields the product N#CCCCc1cc(-c2ccc3cn(Cc4ccccc4)nc3c2)c2c(N)ncnn12. As a reaction SMILES: [CH2:1]([c:2]1[cH:3][cH:4][cH:5][cH:6][cH:7]1)[n:8]1[n:9][c:10]2[cH:11][c:12](-[c:17]3[cH:18][c:19]([CH2:27][CH2:28][CH2:29][Br:30])[n:20]4[n:21][cH:22][n:23][c:24]([NH2:26])[c:25]34)[cH:13][cH:14][c:15]2[cH:16]1.[I-:35].[Na+:34].[Na:31][C:32]#[N:33].[O:37]=[CH:38][N:39]([CH3:40])[CH3:41].[OH2:36]>>[CH2:1]([c:2]1[cH:3][cH:4][cH:5][cH:6][cH:7]1)[n:8]1[n:9][c:10]2[cH:11][c:12](-[c:17]3[cH:18][c:19]([CH2:27][CH2:28][CH2:29][C:32]#[N:33])[n:20]4[n:21][cH:22][n:23][c:24]([NH2:26])[c:25]34)[cH:13][cH:14][c:15]2[cH:16]1. Isolated yield 97.0%. Starting materials: C1=C(C=CC2=CC=CC=C12)O (β-naphthol), P(OC1=CC=CC=C1)(OC1=CC=CC=C1)OC1=CC=CC=C1 (triphenyl phosphite), C1(=CC=CC=C1)CCN (2-phenylethylamine). Reaction SMILES: [CH:1]1[C:10]2[C:5](=[CH:6][CH:7]=[CH:8][CH:9]=2)[CH:4]=[CH:3][C:2]=1O.P(OC1C=CC=CC=1)(OC1C=CC=CC=1)OC1C=CC=CC=1.[C:34]1([CH2:40][CH2:41][NH2:42])[CH:39]=[CH:38][CH:37]=[CH:36][CH:35]=1>O>[C:34]1([CH2:40][CH2:41][NH:42][C:1]2[C:10]3[C:5](=[CH:6][CH:7]=[CH:8][CH:9]=3)[CH:4]=[CH:3][CH:2]=2)[CH:39]=[CH:38][CH:37]=[CH:36][CH:35]=1. Yields the product C1(=CC=CC=C1)CCNC1=CC=CC2=CC=CC=C12 (2-phenylethyl-naphthylamine). The solvent is O (water). Procedure: 288 parts of β-naphthol, 9 parts of triphenyl phosphite and 270 parts of 2-phenylethylamine are heated to 180° C whilst stirring. The elimination of water commences at this temperature and has ended after 5 hours at an internal temperature of 240° C. 36 parts of water are collected in the water separator. After distilling off excess β-naphthol and amine under reduced pressure, 2-phenylethyl-naphthylamine distils, at a boiling point of 230° - 231° C/5 mm Hg. 479 parts of 2-phenylethyl-naphthylami... Starting materials: OCCBr, O=C([O-])[O-], COc1cc2c(Nc3ccc(Cl)cc3F)ccnc2cc1O, [K+], [K+], CN(C)C=O, O. The product is COc1cc2c(Nc3ccc(Cl)cc3F)ccnc2cc1OCCO. RXN SMILES: [Br:29][CH2:30][CH2:31][OH:32].[C:23](=[O:24])([O-:25])[O-:26].[Cl:1][c:2]1[cH:3][c:4]([F:22])[c:5]([NH:6][c:7]2[cH:8][cH:9][n:10][c:11]3[cH:12][c:13]([OH:19])[c:14]([O:17][CH3:18])[cH:15][c:16]23)[cH:20][cH:21]1.[K+:27].[K+:28].[O:33]=[CH:34][N:35]([CH3:36])[CH3:37].[OH2:38]>>[Cl:1][c:2]1[cH:3][c:4]([F:22])[c:5]([NH:6][c:7]2[cH:8][cH:9][n:10][c:11]3[cH:12][c:13]([O:19][CH2:30][CH2:31][OH:32])[c:14]([O:17][CH3:18])[cH:15][c:16]23)[cH:20][cH:21]1. Reported procedure: From 2-bromo-N-(4-methoxy-7-morpholin-4-yl-benzothiazol-2-yl)-isonicotinamide with cesium carbonate and cyclopentylamine. ES-MS m/e (%): 454 (M+H+, 100). The reactants are BrC=1C=C(C(=O)NC=2SC3=C(N2)C(=CC=C3N3CCOCC3)OC)C=CN1 (2-bromo-N-(4-methoxy-7-morpholin-4-yl-benzothiazol-2-yl)-isonicotinamide), C([O-])([O-])=O.[Cs+].[Cs+] (cesium carbonate), C1(CCCC1)N (cyclopentylamine). RXN SMILES: Br[C:2]1[CH:3]=[C:4]([CH:25]=[CH:26][N:27]=1)[C:5]([NH:7][C:8]1[S:9][C:10]2[C:16]([N:17]3[CH2:22][CH2:21][O:20][CH2:19][CH2:18]3)=[CH:15][CH:14]=[C:13]([O:23][CH3:24])[C:11]=2[N:12]=1)=[O:6].C(=O)([O-])[O-].[Cs+].[Cs+].[CH:34]1([NH2:39])[CH2:38][CH2:37][CH2:36][CH2:35]1>>[CH:34]1([NH:39][C:2]2[CH:3]=[C:4]([CH:25]=[CH:26][N:27]=2)[C:5]([NH:7][C:8]2[S:9][C:10]3[C:16]([N:17]4[CH2:22][CH2:21][O:20][CH2:19][CH2:18]4)=[CH:15][CH:14]=[C:13]([O:23][CH3:24])[C:11]=3[N:12]=2)=[O:6])[CH2:38][CH2:37][CH2:36][CH2:35]1 |f:1.2.3|. Product: C1(CCCC1)NC=1C=C(C(=O)NC=2SC3=C(N2)C(=CC=C3N3CCOCC3)OC)C=CN1 (2-Cyclopentylamino-N-(4-methoxy-7-morpholin-4-yl-benzothiazol-2-yl)-isonicotinamide). The reactants are CN1CCN(CC1)S(=O)(=O)C=1C=C(C(=O)O)C=CC1 (3-((4-methylpiperazin-1-yl)sulfonyl)benzoic acid), S(O)(O)(=O)=O (sulfuric acid), CO (methanol). Product: CN1CCN(CC1)S(=O)(=O)C=1C=C(C(=O)OC)C=CC1 (Methyl 3-((4-methylpiperazin-1-yl)sulfonyl)benzoate). Reaction SMILES: [CH3:1][N:2]1[CH2:7][CH2:6][N:5]([S:8]([C:11]2[CH:12]=[C:13]([CH:17]=[CH:18][CH:19]=2)[C:14]([OH:16])=[O:15])(=[O:10])=[O:9])[CH2:4][CH2:3]1.S(=O)(=O)(O)O.[CH3:25]O>>[CH3:1][N:2]1[CH2:7][CH2:6][N:5]([S:8]([C:11]2[CH:12]=[C:13]([CH:17]=[CH:18][CH:19]=2)[C:14]([O:16][CH3:25])=[O:15])(=[O:10])=[O:9])[CH2:4][CH2:3]1. Procedure details: 3-((4-methylpiperazin-1-yl)sulfonyl)benzoic acid (250 mg, 0.879 mmol) was refluxed in the presence of concentrated sulfuric acid (5.68 mg, 0.044 mmol) in methanol at 70° C. for overnight. Reaction was monitored by TLC. After completion of the reaction, solvent was removed by vacuum and the crude material was used for further reaction without purification. Reactants: C(C1=CC=CC=C1)OC=1C=C(N)C=CC1 (3-(benzyloxy)aniline), [H-].[Na+] (NaH), ClC1=CC(=NC(=N1)SC)N(C)C (N-[6-chloro-2-(methylsulfanyl)-4-pyrimidinyl]-N,N-dimethylamine). Run in O1CCCC1 (tetrahydrofuran), O1CCCC1 (tetrahydrofuran). Reaction conditions: time 22.5 hour. Product: C(C1=CC=CC=C1)OC=1C=C(C=CC1)NC1=NC(=NC(=C1)N(C)C)SC (N4-[3-(BENZYLOXY) PHENYL]-N6,N6-DIMETHYL-2-(METHYLSULFANYL)-4,6-PYRIMIDINEDIAMINE). Isolated yield 93.7%. As a reaction SMILES: [CH2:1]([O:8][C:9]1[CH:10]=[C:11]([CH:13]=[CH:14][CH:15]=1)[NH2:12])[C:2]1[CH:7]=[CH:6][CH:5]=[CH:4][CH:3]=1.[H-].[Na+].Cl[C:19]1[N:24]=[C:23]([S:25][CH3:26])[N:22]=[C:21]([N:27]([CH3:29])[CH3:28])[CH:20]=1>O1CCCC1>[CH2:1]([O:8][C:9]1[CH:10]=[C:11]([NH:12][C:19]2[CH:20]=[C:21]([N:27]([CH3:28])[CH3:29])[N:22]=[C:23]([S:25][CH3:26])[N:24]=2)[CH:13]=[CH:14][CH:15]=1)[C:2]1[CH:3]=[CH:4][CH:5]=[CH:6][CH:7]=1 |f:1.2|. Procedure: A mixture of 3-(benzyloxy)aniline (5.13 g) and NaH (1.37 g) in tetrahydrofuran (15 mL) was refluxed for 30 minutes and then cooled to room temperature. A solution of N-[6-chloro-2-(methylsulfanyl)-4-pyrimidinyl]-N,N-dimethylamine (3.5 g) in tetrahydrofuran (35 mL) was added to this mixture and the resulting solution was stirred for 22.5 hours. The reaction mixture was quenched with saturated NH4Cl. Then the crude product was concentrated under reduced pressure and redissolved in EtOAc. The organ... The reactants are COc1ccc(-c2c(-c3ccccc3)oc3ncnc(Cl)c23)cc1, [H-], [Na+], CN(C)C=O, O, OCCO. The product is COc1ccc(-c2c(-c3ccccc3)oc3ncnc(OCCO)c23)cc1. Reaction SMILES: [Cl:7][c:8]1[c:9]2[c:10]([n:11][cH:12][n:13]1)[o:14][c:15](-[c:25]1[cH:26][cH:27][cH:28][cH:29][cH:30]1)[c:16]2-[c:17]1[cH:18][cH:19][c:20]([O:23][CH3:24])[cH:21][cH:22]1.[H-:1].[Na+:2].[O:31]=[CH:32][N:33]([CH3:34])[CH3:35].[OH2:36].[OH:3][CH2:4][CH2:5][OH:6]>>[O:3]([CH2:4][CH2:5][OH:6])[c:8]1[c:9]2[c:10]([n:11][cH:12][n:13]1)[o:14][c:15](-[c:25]1[cH:26][cH:27][cH:28][cH:29][cH:30]1)[c:16]2-[c:17]1[cH:18][cH:19][c:20]([O:23][CH3:24])[cH:21][cH:22]1. Reactants: ClC=1C=C(C=CC1Cl)[C@@H]1CN(CCO[C@H]1CO)C(=O)OC(C)(C)C (tert-butyl (6R,7R)-6-(3,4-dichlorophenyl)-7-(hydroxymethyl)-1,4-oxazepane-4-carboxylate), C(C(=O)Cl)(=O)Cl (oxalyl chloride), CS(=O)C (dimethyl sulfoxide), O (Water). The solvent is C1CCOC1 (THF), C(C)N(CC)CC (triethylamine), C1CCOC1 (THF). Run at time 20 minute. Yields the product ClC=1C=C(C=CC1Cl)[C@@H]1CN(CCO[C@H]1C=O)C(=O)OC(C)(C)C (tert-butyl (6R,7R)-6-(3,4-dichlorophenyl)-7-formyl-1,4-oxazepane-4-carboxylate). Yield: 96.9%. RXN SMILES: C(Cl)(=O)C(Cl)=O.CS(C)=O.[Cl:11][C:12]1[CH:13]=[C:14]([C@H:19]2[C@H:25]([CH2:26][OH:27])[O:24][CH2:23][CH2:22][N:21]([C:28]([O:30][C:31]([CH3:34])([CH3:33])[CH3:32])=[O:29])[CH2:20]2)[CH:15]=[CH:16][C:17]=1[Cl:18].O>C1COCC1.C(N(CC)CC)C>[Cl:11][C:12]1[CH:13]=[C:14]([C@H:19]2[C@H:25]([CH:26]=[O:27])[O:24][CH2:23][CH2:22][N:21]([C:28]([O:30][C:31]([CH3:34])([CH3:33])[CH3:32])=[O:29])[CH2:20]2)[CH:15]=[CH:16][C:17]=1[Cl:18]. Procedure: To a solution of oxalyl chloride (1.52 g) in THF (20 mL) was added dimethyl sulfoxide (1.87 g) at −78° C., and the mixture was stirred for 20 min. A solution of tert-butyl (6R,7R)-6-(3,4-dichlorophenyl)-7-(hydroxymethyl)-1,4-oxazepane-4-carboxylate (3.0 g) in THF (10 mL) and triethylamine (7.78 mL) were added at −78° C., and the mixture was warmed to room temperature and stirred for 1 hr. Water was added, and the mixture was extracted with ethyl acetate. The organic layer was washed with brine, ... Starting materials: C(CCC)C=1N(C(=CN1)C(C1=C(C=C(C=C1)OC)OCC(=O)OC(C)(C)C)=O)C (2-n-Butyl-1-methyl-5-(2-t-butoxycarbonylmethoxy-4-methoxybenzoyl)-1H-imidazole), COC1=CC=C(C=C1)P1(SP(S1)(C1=CC=C(C=C1)OC)=S)=S (2,4-bis(4-methoxyphenyl)-1,3-dithia-2,4-diphosphetane-2,4-disulfide). Run in C1(=CC=CC=C1)C (toluene), C1(=CC=CC=C1)C (toluene). Product: C(CCC)C=1N(C(=CN1)C(C1=C(C=C(C=C1)OC)OCC(=O)OC(C)(C)C)=S)C (2-n-Butyl-1-methyl-5-(2-t-butoxycarbonylmethoxy-4-methoxythiobenzoyl)-1H-imidazole). RXN SMILES: [CH2:1]([C:5]1[N:6]([CH3:29])[C:7]([C:10](=O)[C:11]2[CH:16]=[CH:15][C:14]([O:17][CH3:18])=[CH:13][C:12]=2[O:19][CH2:20][C:21]([O:23][C:24]([CH3:27])([CH3:26])[CH3:25])=[O:22])=[CH:8][N:9]=1)[CH2:2][CH2:3][CH3:4].COC1C=CC(P2(=S)SP(=S)(C3C=CC(OC)=CC=3)[S:39]2)=CC=1>C1(C)C=CC=CC=1>[CH2:1]([C:5]1[N:6]([CH3:29])[C:7]([C:10](=[S:39])[C:11]2[CH:16]=[CH:15][C:14]([O:17][CH3:18])=[CH:13][C:12]=2[O:19][CH2:20][C:21]([O:23][C:24]([CH3:27])([CH3:26])[CH3:25])=[O:22])=[CH:8][N:9]=1)[CH2:2][CH2:3][CH3:4]. Procedure details: 2-n-Butyl-1-methyl-5-(2-t-butoxycarbonylmethoxy-4-methoxybenzoyl)-1H-imidazole (465 mg, 1.16 mmol) dissolved in toluene (5 ml) was mixed with 2,4-bis(4-methoxyphenyl)-1,3-dithia-2,4-diphosphetane-2,4-disulfide (Lawesson's reagent) (258 mg, 0.638 mmol) and the solution heated to 95° for 1 h under argon. The reaction was cooled and the toluene solution applied directly to a silica gel column. Elution with 50% EtOAc/hexanes afforded the title compound as a deep purple-green solid. (206 mg, 53%).